Task: describe an organic reaction: reactants, conditions, products, and yield. Dataset: the Open Reaction Database (ORD), a public repository of structured organic reaction records Starting materials: COC=1C=C(C=CC1N1C=NC(=C1)C)NC(=S)N ([3-methoxy-4-(4-methyl-imidazol-1-yl)-phenyl]-thiourea), Br.BrC1CCCC(C1=O)C1=CC(=C(C=C1)Cl)F (6-bromo-2-(4-chloro-3-fluorophenyl)-cyclohexanone hydrobromide), C(C)O (ethanol), C(C)(C)N(C(C)C)CC (N,N-diisopropyl ethyl amine). Product: C(C1=CC=CC=C1)N1CC2=C(C(C1)C1=CC(=C(C=C1)Cl)F)N=C(S2)NC2=C(C=C(C=C2)N2C=NC(=C2)C)OC ([5-Benzyl-7-(4-chloro-3-fluorophenyl)-4,5,6,7-tetrahydro-thiazolo[5,4-c]pyridin-2-yl]-[methoxy-4-(4-methyl-imidazol-1-yl)-phenyl]-amine). Yield: 6.0%. As a reaction SMILES: CO[C:3]1[CH:4]=[C:5]([NH:15][C:16]([NH2:18])=[S:17])[CH:6]=[CH:7][C:8]=1[N:9]1[CH:13]=[C:12]([CH3:14])[N:11]=[CH:10]1.Br.BrC1[C:26](=O)[CH:25]([C:28]2[CH:33]=[CH:32][C:31]([Cl:34])=[C:30]([F:35])[CH:29]=2)[CH2:24][CH2:23][CH2:22]1.C([N:39]([CH2:43][CH3:44])C(C)C)(C)C.[CH2:45]([OH:47])C>>[CH2:43]([N:39]1[CH2:26][CH:25]([C:28]2[CH:33]=[CH:32][C:31]([Cl:34])=[C:30]([F:35])[CH:29]=2)[C:24]2[N:18]=[C:16]([NH:15][C:5]3[CH:4]=[CH:3][C:8]([N:9]4[CH:13]=[C:12]([CH3:14])[N:11]=[CH:10]4)=[CH:7][C:6]=3[O:47][CH3:45])[S:17][C:23]=2[CH2:22]1)[C:44]1[CH:5]=[CH:4][CH:3]=[CH:8][CH:7]=1 |f:1.2|. Procedure details: A suspension of [3-methoxy-4-(4-methyl-imidazol-1-yl)-phenyl]-thiourea (100 mg, 0.38 mmol) and of crude 6-bromo-2-(4-chloro-3-fluorophenyl)-cyclohexanone hydrobromide (147 mg, 0.31 mmol) in ethanol (5 mL) was heated to reflux under an atmosphere of nitrogen for 2 days. N,N-diisopropyl ethyl amine (49 mg, 0.38 mmol) was added and the reaction was heated to reflux over night. After cooling to room temperature the solvent was evaporated under reduced pressure and the residue was treated with dichlo... Starting materials: [Al+3], CCOC(=O)C(O)(CC1(c2cc(F)ccc2OC)CC1)C(F)(F)F, C1CCOC1, [H-], [H-], [H-], [H-], [Li+]. Yields the product COc1ccc(F)cc1C1(CC(=O)C(F)(F)F)CC1. Reaction SMILES: [Al+3:26].[CH2:1]([O:2][C:3](=[O:4])[C:5]([C:6]([F:7])([F:8])[F:9])([OH:10])[CH2:11][C:12]1([c:15]2[c:16]([O:22][CH3:23])[cH:17][cH:18][c:19]([F:21])[cH:20]2)[CH2:13][CH2:14]1)[CH3:24].[CH2:31]1[O:32][CH2:33][CH2:34][CH2:35]1.[H-:25].[H-:28].[H-:29].[H-:30].[Li+:27]>>[C:5]([C:6]([F:7])([F:8])[F:9])(=[O:10])[CH2:11][C:12]1([c:15]2[c:16]([O:22][CH3:23])[cH:17][cH:18][c:19]([F:21])[cH:20]2)[CH2:13][CH2:14]1.